This data is from the Open Reaction Database (ORD), a public repository of structured organic reaction records. The task is: describe an organic reaction: reactants, conditions, products, and yield The yield is 71.4%. Procedure details: 1-Chloro-N,N,2-trimethylpropenylamine (409.71 μL, 3.10 mmol) is added to a stirred solution of tert-butyl 3-(benzoylcarbamothioylamino)-4-(hydroxymethyl)-3-pyrazin-2-yl-pyrrolidine-1-carboxylate (1.09 g, 2.38 mmol) in dichloromethane (30 mL) at room temperature. After stirring the reaction at room temperature for 3 hours a saturated aqueous solution of sodium carbonate (15 mL) is added and the mixture is stirred for 5 minutes. Dichloromethane (80 mL) is added and the layers are separated. The aq... Run in ClCCl (Dichloromethane), ClCCl (dichloromethane). Yields the product C(C1=CC=CC=C1)(=O)NC=1SCC2C(N1)(CN(C2)C(=O)OC(C)(C)C)C2=NC=CN=C2 (Racemic tert-Butyl 2-benzamido-7a-pyrazin-2-yl-4,4a,5,7-tetrahydropyrrolo[3,4-d][1,3]thiazine-6-carboxylate). As a reaction SMILES: ClC(N(C)C)=C(C)C.[C:9]([NH:17][C:18]([NH:20][C:21]1([C:35]2[CH:40]=[N:39][CH:38]=[CH:37][N:36]=2)[CH:25]([CH2:26]O)[CH2:24][N:23]([C:28]([O:30][C:31]([CH3:34])([CH3:33])[CH3:32])=[O:29])[CH2:22]1)=[S:19])(=[O:16])[C:10]1[CH:15]=[CH:14][CH:13]=[CH:12][CH:11]=1.C(=O)([O-])[O-].[Na+].[Na+]>ClCCl>[C:9]([NH:17][C:18]1[S:19][CH2:26][CH:25]2[CH2:24][N:23]([C:28]([O:30][C:31]([CH3:34])([CH3:33])[CH3:32])=[O:29])[CH2:22][C:21]2([C:35]2[CH:40]=[N:39][CH:38]=[CH:37][N:36]=2)[N:20]=1)(=[O:16])[C:10]1[CH:15]=[CH:14][CH:13]=[CH:12][CH:11]=1 |f:2.3.4|. The reactants are ClC(=C(C)C)N(C)C (1-Chloro-N,N,2-trimethylpropenylamine), C(C1=CC=CC=C1)(=O)NC(=S)NC1(CN(CC1CO)C(=O)OC(C)(C)C)C1=NC=CN=C1 (tert-butyl 3-(benzoylcarbamothioylamino)-4-(hydroxymethyl)-3-pyrazin-2-yl-pyrrolidine-1-carboxylate), C([O-])([O-])=O.[Na+].[Na+] (sodium carbonate). The reactants are C(C=C)Cl (allyl chloride), C(C=C)[Mg]Cl (allyl magnesium chloride), mixed solvent, C(C1=CC=CC=C1)Cl (benzyl chloride). Run in O1CCCC1 (tetrahydrofuran), C1(=CC=CC=C1)C (toluene), O1CCCC1 (terahydrofuran), O1CCCC1 (tetrahydrofuran), C1(=CC=CC=C1)C (toluene). Run at time 1 hour. Yields the product C1(=CC=CC=C1)CCC=C (4-phenyl-1-butene). Yield: 90.0%. As a reaction SMILES: [CH2:1]([Mg]Cl)[CH:2]=[CH2:3].C(Cl)C=C.[CH2:10](Cl)[C:11]1[CH:16]=[CH:15][CH:14]=[CH:13][CH:12]=1>O1CCCC1.C1(C)C=CC=CC=1>[C:11]1([CH2:10][CH2:3][CH:2]=[CH2:1])[CH:16]=[CH:15][CH:14]=[CH:13][CH:12]=1. Procedure details: Example 8 was repeated to form allyl magnesium chloride. The allyl magnesium chloride which flowed out of the flask through the branch was accumulated in a 3 L four-necked flask equipped with a stirrer, a thermometer, a condenser and a dropping funnel placed under a nitrogen atmosphere. A mixed solvent of toluene and tetrahydrofuran dissolving allyl chloride was started to be added dropweise thereto. 2 hours after the start of the addition of the mixed solvent, 300 ml of a mixed solvent of tolue... RXN SMILES: [F:1][C:2]1[CH:28]=[C:27]([F:29])[CH:26]=[CH:25][C:3]=1[O:4][C:5]1[C:6]([C:15]2[CH:16]=[C:17]([O:23][CH3:24])[C:18](=[O:22])[N:19]([CH3:21])[CH:20]=2)=[N:7][C:8](S(C)(=O)=O)=[N:9][CH:10]=1.[CH3:30][S:31]([NH2:34])(=[O:33])=[O:32]>>[F:1][C:2]1[CH:28]=[C:27]([F:29])[CH:26]=[CH:25][C:3]=1[O:4][C:5]1[C:6]([C:15]2[CH:16]=[C:17]([O:23][CH3:24])[C:18](=[O:22])[N:19]([CH3:21])[CH:20]=2)=[N:7][C:8]([NH:34][S:31]([CH3:30])(=[O:33])=[O:32])=[N:9][CH:10]=1. The product is FC1=C(OC=2C(=NC(=NC2)NS(=O)(=O)C)C2=CN(C(C(=C2)OC)=O)C)C=CC(=C1)F (N-[5-(2,4-difluorophenoxy)-4-(5-methoxy-1-methyl-6-oxopyridin-3-yl)pyrimidin-2-yl]methanesulfonamide). Reactants: FC1=C(OC=2C(=NC(=NC2)S(=O)(=O)C)C=2C=C(C(N(C2)C)=O)OC)C=CC(=C1)F (5-[5-(2,4-difluorophenoxy)-2-methylsulfonylpyrimidin-4-yl]-3-methoxy-1-methylpyridin-2-one), CS(=O)(=O)N (MeSO2NH2). Procedure details: The title compound of Example 150 was treated with MeSO2NH2 in a manner similar to Example 152, step 6 to give the title compound. 1H NMR (DMSO-d6, 400 MHz) δ 11.37 (s, 1H), 8.34 (s, 1H), 8.26 (s, 1H), 7.58 (s, 1H), 7.54-7.50 (m, 1H), 7.28-7.23 (m, 1H), 7.10-7.06 (m, 1H), 3.74 (s, 3H), 3.52 (s, 3H), 3.39 (s, 3H). LCMS: 439.0 (M+1)+ Starting materials: OC1=C(C=CC(=C1)OC)C(C)=O (1-(2-hydroxy-4-methoxyphenyl)ethane-1-one), COC(N(C)C)OC (N,N-dimethylformamide dimethylacetal). Run at temperature 90 celsius, time 2 hour. The product is CN(C=CC(=O)C1=C(C=C(C=C1)OC)O)C (3-(dimethylamino)-1-(2-hydroxy-4-methoxyphenyl)prop-2-en-1-one). Reaction SMILES: [OH:1][C:2]1[CH:7]=[C:6]([O:8][CH3:9])[CH:5]=[CH:4][C:3]=1[C:10](=[O:12])[CH3:11].CO[CH:15](OC)[N:16]([CH3:18])[CH3:17]>>[CH3:15][N:16]([CH3:18])[CH:17]=[CH:11][C:10]([C:3]1[CH:4]=[CH:5][C:6]([O:8][CH3:9])=[CH:7][C:2]=1[OH:1])=[O:12]. Reported procedure: A mixture of 1-(2-hydroxy-4-methoxyphenyl)ethane-1-one (20 g, 120 mmol) and N,N-dimethylformamide dimethylacetal (23 g, 181 mmol) was stirred at 90° C. for 2 hours. After cooling to room temperature the reaction mixture provided a yellow precipitate, which was washed with ethyl acetate (3×30 ml), water (2×50 ml), and dried under reduced pressure to yield 3-(dimethylamino)-1-(2-hydroxy-4-methoxyphenyl)prop-2-en-1-one (9) as the trans isomer; MS 222.1 (M+H)